From a dataset of the Open Reaction Database (ORD), a public repository of structured organic reaction records. describe an organic reaction: reactants, conditions, products, and yield Reactants: FC1=C(C=C(C=C1OC)OC)C1=CC=C(C=2N=CC=NC12)C(=O)O (8-(2-fluoro-3,5-dimethoxy-phenyl)-quinoxaline-5-carboxylic acid), Cl.C(C)N1CCN(CC1)CC=1C=CC(=NC1)N (5-(4-ethyl-piperazin-1-ylmethyl)-pyridin-2-ylamine hydrochloride). Run at time 6 day. Yields the product C(C)N1CCN(CC1)CC=1C=CC(=NC1)NC(=O)C=1C=2N=CC=NC2C(=CC1)C1=C(C(=CC(=C1)OC)OC)F (8-(2-Fluoro-3,5-dimethoxy-phenyl)-quinoxaline-5-carboxylic acid [5-(4-ethyl-piperazin-1-ylmethyl)-pyridin-2-yl]-amide). As a reaction SMILES: [F:1][C:2]1[C:7]([O:8][CH3:9])=[CH:6][C:5]([O:10][CH3:11])=[CH:4][C:3]=1[C:12]1[C:21]2[N:20]=[CH:19][CH:18]=[N:17][C:16]=2[C:15]([C:22]([OH:24])=O)=[CH:14][CH:13]=1.Cl.[CH2:26]([N:28]1[CH2:33][CH2:32][N:31]([CH2:34][C:35]2[CH:36]=[CH:37][C:38]([NH2:41])=[N:39][CH:40]=2)[CH2:30][CH2:29]1)[CH3:27]>>[CH2:26]([N:28]1[CH2:29][CH2:30][N:31]([CH2:34][C:35]2[CH:36]=[CH:37][C:38]([NH:41][C:22]([C:15]3[C:16]4[N:17]=[CH:18][CH:19]=[N:20][C:21]=4[C:12]([C:3]4[CH:4]=[C:5]([O:10][CH3:11])[CH:6]=[C:7]([O:8][CH3:9])[C:2]=4[F:1])=[CH:13][CH:14]=3)=[O:24])=[N:39][CH:40]=2)[CH2:32][CH2:33]1)[CH3:27] |f:1.2|. Procedure details: The title compound was prepared in analogy to the procedure described in Step 14.1 but using 8-(2-fluoro-3,5-dimethoxy-phenyl)-quinoxaline-5-carboxylic acid (Step 94.1), 5-(4-ethyl-piperazin-1-ylmethyl)-pyridin-2-ylamine hydrochloride (Step 26.1) and stirring the reaction mixture for 6 days at rt. The crude product was purified by silica gel column chromatography (DCM/MeOH/NH3aq, 94:5:1). Title compound: ESI-MS: 531.2 [M+H]+; tR=3.40 min (System 1); TLC: Rf=0.19 (DCM/MeOH/NH3aq, 94:5:1). The reactants are C(C)(C)(C)NS(=O)(=O)C1=CC(=CC=C1)C=1N=CN(C1)C1=NC(=CC(=N1)C(F)(F)F)C1=CC(=C(C=C1)F)F (N-tert-butyl-3-{1-[6-(3,4-difluoro-phenyl)-4-trifluoromethyl-pyrimidin-2-yl]-1H-imidazol-4-yl}-benzenesulfonamide), C(=O)(C(F)(F)F)O (TFA). The solvent is ClCCl (dichloromethane). Run at time 15 hour. Yields the product FC=1C=C(C=CC1F)C1=NC(=NC(=C1)C(F)(F)F)N1C=NC(=C1)C=1C=C(C=CC1)S(=O)(=O)N (3-{1-[4-(3,4-Difluoro-phenyl)-6-trifluoromethyl-pyrimidin-2-yl]-1H-imidazol-4-yl}-benzenesulfonamide). Isolated yield 13.3%. As a reaction SMILES: C([NH:5][S:6]([C:9]1[CH:14]=[CH:13][CH:12]=[C:11]([C:15]2[N:16]=[CH:17][N:18]([C:20]3[N:25]=[C:24]([C:26]([F:29])([F:28])[F:27])[CH:23]=[C:22]([C:30]4[CH:35]=[CH:34][C:33]([F:36])=[C:32]([F:37])[CH:31]=4)[N:21]=3)[CH:19]=2)[CH:10]=1)(=[O:8])=[O:7])(C)(C)C.C(O)(C(F)(F)F)=O>ClCCl>[F:37][C:32]1[CH:31]=[C:30]([C:22]2[CH:23]=[C:24]([C:26]([F:27])([F:28])[F:29])[N:25]=[C:20]([N:18]3[CH:19]=[C:15]([C:11]4[CH:10]=[C:9]([S:6]([NH2:5])(=[O:7])=[O:8])[CH:14]=[CH:13][CH:12]=4)[N:16]=[CH:17]3)[N:21]=2)[CH:35]=[CH:34][C:33]=1[F:36]. Procedure details: To a cooled and stirred solution of N-tert-butyl-3-{1-[6-(3,4-difluoro-phenyl)-4-trifluoromethyl-pyrimidin-2-yl]-1H-imidazol-4-yl}-benzenesulfonamide (0.16 g) in dichloromethane (4 ml) was added TFA (4 ml) and the reaction mixture was allowed to stir at room temperature for 15 h. The mixture was evaporated to dryness, poured into 2N NaHCO3 solution (20 ml) and extracted with ethyl acetate (3×50 ml). The combined organic layers were washed with brine (50 ml), dried (MgSO4) and evaporated. Further... Starting materials: BrC=1C=CC2=C(C=C(CCS2(=O)=O)C(=O)NC2=CC=C(C=C2)CN(C2CCOCC2)C)C1 (7-bromo-N-[4-[[N-methyl-N-(tetrahydropyran-4-yl)amino]methyl]phenyl]-1,1-dioxo-2,3-dihydro-1-benzothiepine-4-carboxamide), B(OC=1C=CC2=C(CCCO2)C1)([O-])[O-] (3,4-dihydro-2H-1-benzopyran-6-yl borate), C([O-])([O-])=O.[K+].[K+] (potassium carbonate). The reagents and catalysts are C=1C=CC(=CC1)[P](C=2C=CC=CC2)(C=3C=CC=CC3)[Pd]([P](C=4C=CC=CC4)(C=5C=CC=CC5)C=6C=CC=CC6)([P](C=7C=CC=CC7)(C=8C=CC=CC8)C=9C=CC=CC9)[P](C=1C=CC=CC1)(C=1C=CC=CC1)C=1C=CC=CC1 (tetrakistriphenylphosphinepalladium). Solvent: C1(=CC=CC=C1)C.C(C)O.O (toluene ethanol water). Run at time 1 hour. Product: O1CCCC2=C1C=CC(=C2)C=2C=CC1=C(C=C(CCS1(=O)=O)C(=O)NC1=CC=C(C=C1)CN(C1CCOCC1)C)C2 (7-(3,4-dihydro-2H-1-benzopyran-6-yl)-N-[4-[[N-methyl-N-(tetrahydropyran-4-yl)amino]methyl]phenyl]-1,1-dioxo-2,3-dihydro-1-benzothiepine-4-carboxamide). Isolated yield 45.0%. RXN SMILES: Br[C:2]1[CH:3]=[CH:4][C:5]2[S:11](=[O:13])(=[O:12])[CH2:10][CH2:9][C:8]([C:14]([NH:16][C:17]3[CH:22]=[CH:21][C:20]([CH2:23][N:24]([CH3:31])[CH:25]4[CH2:30][CH2:29][O:28][CH2:27][CH2:26]4)=[CH:19][CH:18]=3)=[O:15])=[CH:7][C:6]=2[CH:32]=1.B([O-])([O-])O[C:35]1[CH:36]=[CH:37][C:38]2[O:43][CH2:42][CH2:41][CH2:40][C:39]=2[CH:44]=1.C(=O)([O-])[O-].[K+].[K+]>C1(C)C=CC=CC=1.C(O)C.O.C1C=CC([P]([Pd]([P](C2C=CC=CC=2)(C2C=CC=CC=2)C2C=CC=CC=2)([P](C2C=CC=CC=2)(C2C=CC=CC=2)C2C=CC=CC=2)[P](C2C=CC=CC=2)(C2C=CC=CC=2)C2C=CC=CC=2)(C2C=CC=CC=2)C2C=CC=CC=2)=CC=1>[O:43]1[C:38]2[CH:37]=[CH:36][C:35]([C:2]3[CH:3]=[CH:4][C:5]4[S:11](=[O:13])(=[O:12])[CH2:10][CH2:9][C:8]([C:14]([NH:16][C:17]5[CH:22]=[CH:21][C:20]([CH2:23][N:24]([CH3:31])[CH:25]6[CH2:26][CH2:27][O:28][CH2:29][CH2:30]6)=[CH:19][CH:18]=5)=[O:15])=[CH:7][C:6]=4[CH:32]=3)=[CH:44][C:39]=2[CH2:40][CH2:41][CH2:42]1 |f:2.3.4,5.6.7,^1:67,69,88,107|. Reported procedure: Under argon atmosphere, a mixture of 7-bromo-N-[4-[[N-methyl-N-(tetrahydropyran-4-yl)amino]methyl]phenyl]-1,1-dioxo-2,3-dihydro-1-benzothiepine-4-carboxamide (300 mg), 3,4-dihydro-2H-1-benzopyran-6-yl borate (113 mg) and potassium carbonate (160 mg) in toluene/ethanol/water (10/1/1 ml) was stirred at room temperature for 1 hour. To the mixture was added tetrakistriphenylphosphinepalladium (33 mg, 0.029 mmol), and the mixture was refluxed for 6 hours, cooled, extracted with ethyl acetate, washed ... Yield: 95.2%. As a reaction SMILES: O(P(O[C:18]1[CH2:19][C@@H:20]2[C@@H:37]([C@H:38]([OH:40])[CH3:39])[C:36](=[O:41])[N:21]2[C:22]=1[C:23]([O:25][CH2:26][C:27]1[CH:32]=[CH:31][C:30]([N+:33]([O-:35])=[O:34])=[CH:29][CH:28]=1)=[O:24])(OC1C=CC=CC=1)=O)C1C=CC=CC=1.[SH:42][C@@H:43]1[CH2:47][N:46]([C:48]([O:50][CH2:51][C:52]2[CH:57]=[CH:56][C:55]([N+:58]([O-:60])=[O:59])=[CH:54][CH:53]=2)=[O:49])[C@H:45]([CH:61]2[N:64]([CH3:65])[C:63](=[O:66])[CH2:62]2)[CH2:44]1>>[OH:40][C@@H:38]([C@H:37]1[C:36](=[O:41])[N:21]2[C:22]([C:23]([O:25][CH2:26][C:27]3[CH:28]=[CH:29][C:30]([N+:33]([O-:35])=[O:34])=[CH:31][CH:32]=3)=[O:24])=[C:18]([S:42][C@@H:43]3[CH2:47][N:46]([C:48]([O:50][CH2:51][C:52]4[CH:53]=[CH:54][C:55]([N+:58]([O-:60])=[O:59])=[CH:56][CH:57]=4)=[O:49])[C@H:45]([CH:61]4[N:64]([CH3:65])[C:63](=[O:66])[CH2:62]4)[CH2:44]3)[CH2:19][C@H:20]12)[CH3:39]. The reactants are O(C1=CC=CC=C1)P(=O)(OC1=CC=CC=C1)OC=1C[C@H]2N(C1C(=O)OCC1=CC=C(C=C1)[N+](=O)[O-])C([C@@H]2[C@@H](C)O)=O (p-nitrobenzyl (5R,6S)-2-diphenoxyphosphoryloxy-6-[(R)-1-hydroxyethyl]-1-carbapen-2-em-3-carboxylate), S[C@H]1C[C@H](N(C1)C(=O)OCC1=CC=C(C=C1)[N+](=O)[O-])C1CC(N1C)=O ((2S,4S)-4-mercapto-2-(N-methyl-2-azetidinon-4-yl)-N-(p-nitrobenzyloxycarbonyl)pyrrolidine). The product is O[C@H](C)[C@@H]1[C@@H]2N(C(=C(C2)S[C@H]2C[C@H](N(C2)C(=O)OCC2=CC=C(C=C2)[N+](=O)[O-])C2CC(N2C)=O)C(=O)OCC2=CC=C(C=C2)[N+](=O)[O-])C1=O (p-nitrobenzyl (5R,6S)-6-[(R)-1-hydroxyethyl]-2-[(2S,4S)-2-(N-methyl-2-azetidinon-4-yl)-N-(p-nitrobenzyloxycarbonyl)pyrrolidin-4-ylthio]-1-carbapen-2-em-3-carboxylate). Procedure details: The same procedure as in Example 1-1 was carried out by using p-nitrobenzyl (5R,6S)-2-diphenoxyphosphoryloxy-6-[(R)-1-hydroxyethyl]-1-carbapen-2-em-3-carboxylate (235 mg, 0.40 mmol) and (2S,4S)-4-mercapto-2-(N-methyl-2-azetidinon-4-yl)-N-(p-nitrobenzyloxycarbonyl)pyrrolidine (149 mg, 0.41 mol, compound of Reference Example 7) to obtain p-nitrobenzyl (5R,6S)-6-[(R)-1-hydroxyethyl]-2-[(2S,4S)-2-(N-methyl-2-azetidinon-4-yl)-N-(p-nitrobenzyloxycarbonyl)pyrrolidin-4-ylthio]-1-carbapen-2-em-3-carboxyl... Starting materials: C(C)(=O)O[C@@H]1C(N(C(=C(S[C@@H]1C1=CC=C(C=C1)OC)C1=CC=CC=C1)C)CCN(C)C)=O (cis-rac.-6-(acetyloxy)-6,7-dihydro-7-(4-methoxyphenyl)-3-methyl-4-[2-(dimethylamino)ethyl]-2-phenyl-1,4-thiazepin-5(4H)-one), C([O-])([O-])=O.[K+].[K+] (potassium carbonate). Run in C(C)O (ethanol). Product: O[C@@H]1C(N(C(=C(S[C@@H]1C1=CC=C(C=C1)OC)C1=CC=CC=C1)C)CCN(C)C)=O (cis-rac.-6-(hydroxy)-6,7-dihydro-7-(4-methoxyphenyl)-3-methyl-4-[2(dimethylamino)ethyl]-2-phenyl-1,4-thiazepin-5(4H)-one). Isolated yield 66.1%. Reaction SMILES: C([O:4][C@H:5]1[C@@H:11]([C:12]2[CH:17]=[CH:16][C:15]([O:18][CH3:19])=[CH:14][CH:13]=2)[S:10][C:9]([C:20]2[CH:25]=[CH:24][CH:23]=[CH:22][CH:21]=2)=[C:8]([CH3:26])[N:7]([CH2:27][CH2:28][N:29]([CH3:31])[CH3:30])[C:6]1=[O:32])(=O)C.C(=O)([O-])[O-].[K+].[K+]>C(O)C>[OH:4][C@H:5]1[C@@H:11]([C:12]2[CH:13]=[CH:14][C:15]([O:18][CH3:19])=[CH:16][CH:17]=2)[S:10][C:9]([C:20]2[CH:25]=[CH:24][CH:23]=[CH:22][CH:21]=2)=[C:8]([CH3:26])[N:7]([CH2:27][CH2:28][N:29]([CH3:30])[CH3:31])[C:6]1=[O:32] |f:1.2.3|. Procedure: To a solution of 1.5 g (0.0033 mol) of cis-rac.-6-(acetyloxy)-6,7-dihydro-7-(4-methoxyphenyl)-3-methyl-4-[2-(dimethylamino)ethyl]-2-phenyl-1,4-thiazepin-5(4H)-one in 36 ml of ethanol was added 24 ml of 0.5 M potassium carbonate. After the reaction was heated for 1 hour at 70°-80°, it was concentrated to a low volume and extracted with ethyl acetate. The organic extracts were washed with brine, dried (MgSO4) and the solvent was removed under reduced pressure. The residue was crystallized from eth... Reactants: BrC=1C=2C(=C3N(C2C=C(C1)F)CCC3CC(=O)OC(C)(C)C)C(C3=CC=C(C=C3)Cl)=O ((+/−)-tert-butyl [8-bromo-9-(4-chlorobenzoyl)-6-fluoro-2,3-dihydro-1H-pyrrolo[1,2-a]indol-1-yl]acetate), CC(C)([O-])C.[K+] (potassium tert-butoxide), [NH4+].[Cl-] (NH4Cl). Reagents/catalysts: [Br-].C[P+](C1=CC=CC=C1)(C1=CC=CC=C1)C1=CC=CC=C1 (methyltriphenylphosphonium bromide). Run in C1CCOC1 (THF), C1CCOC1 (THF). Reaction conditions: time 30 minute. Yields the product BrC=1C=2C(=C3N(C2C=C(C1)F)CCC3CC(=O)OC(C)(C)C)C(=C)C3=CC=C(C=C3)Cl ((+/−)-tert-butyl {8-bromo-9-[1-(4-chlorophenyl)vinyl]-6-fluoro-2,3-dihydro-1H-pyrrolo[1,2-a]indol-1-yl}acetate). RXN SMILES: [CH3:1]C(C)([O-])C.[K+].[Br:7][C:8]1[C:9]2[C:10]([C:29](=O)[C:30]3[CH:35]=[CH:34][C:33]([Cl:36])=[CH:32][CH:31]=3)=[C:11]3[CH:20]([CH2:21][C:22]([O:24][C:25]([CH3:28])([CH3:27])[CH3:26])=[O:23])[CH2:19][CH2:18][N:12]3[C:13]=2[CH:14]=[C:15]([F:17])[CH:16]=1.[NH4+].[Cl-]>[Br-].C[P+](C1C=CC=CC=1)(C1C=CC=CC=1)C1C=CC=CC=1.C1COCC1>[Br:7][C:8]1[C:9]2[C:10]([C:29]([C:30]3[CH:35]=[CH:34][C:33]([Cl:36])=[CH:32][CH:31]=3)=[CH2:1])=[C:11]3[CH:20]([CH2:21][C:22]([O:24][C:25]([CH3:26])([CH3:27])[CH3:28])=[O:23])[CH2:19][CH2:18][N:12]3[C:13]=2[CH:14]=[C:15]([F:17])[CH:16]=1 |f:0.1,3.4,5.6|. Procedure: To a suspension of methyltriphenylphosphonium bromide (536 mg, 1.5 mmol) in THF (7 mL) at r.t. was added potassium tert-butoxide (1.5 mL, 1M THF solution). The mixture was stirred for 30 minutes at r.t. and a solution of the compound of Step 1 (190 mg, 0.38 mmol) in THF (7 mL) was added. The reaction mixture was stirred at 60° C. for 2 h, cooled and poured into aqueous saturated NH4Cl. The phases were separated and the aqueous layer was extracted with EtOAc. The combined organic layers were drie... Starting materials: C(C)(C)OC1=CC=C(C=CC(=O)OCC)C=C1 (ethyl 4-isopropoxycinnamate), [H-].C(C(C)C)[Al+]CC(C)C (diisobutyl aluminum hydride). Product: C(C)(C)OC1=CC=C(C=C1)/C=C/CO ((E)-3-(4-isopropoxyphenyl)-2-propenol). Reaction SMILES: [CH:1]([O:4][C:5]1[CH:17]=[CH:16][C:8]([CH:9]=[CH:10][C:11](OCC)=[O:12])=[CH:7][CH:6]=1)([CH3:3])[CH3:2].[H-].C([Al+]CC(C)C)C(C)C>>[CH:1]([O:4][C:5]1[CH:17]=[CH:16][C:8](/[CH:9]=[CH:10]/[CH2:11][OH:12])=[CH:7][CH:6]=1)([CH3:3])[CH3:2] |f:1.2|. Reported procedure: According to the same manner as that described in Reference Example 10, ethyl 4-isopropoxycinnamate was reduced with diisobutyl aluminum hydride to give (E)-3-(4-isopropoxyphenyl)-2-propenol as an oil. This oil was purified by column chromatography on silica gel (eluent: ethyl acetate-hexane (1:4, v/v)) (yield: 83%). Starting materials: C(C)(C)(C)OC(=O)N1CC(C(C1)NC1=CC=CC=C1)O (1-t-butoxycarbonyl-3-hydroxy-4-phenylaminopyrrolidine), Cl (hydrochloric acid). Run in CO (methanol). The product is Cl.OC1CNCC1NC1=CC=CC=C1 (3-hydroxy-4-phenylaminopyrrolidine hydrochloride). RXN SMILES: C(OC([N:8]1[CH2:12][CH:11]([NH:13][C:14]2[CH:19]=[CH:18][CH:17]=[CH:16][CH:15]=2)[CH:10]([OH:20])[CH2:9]1)=O)(C)(C)C.[ClH:21]>CO>[ClH:21].[OH:20][CH:10]1[CH:11]([NH:13][C:14]2[CH:19]=[CH:18][CH:17]=[CH:16][CH:15]=2)[CH2:12][NH:8][CH2:9]1 |f:3.4|. Procedure details: In 100 ml of methanol was dissolved 2.4 g (0.0086 mole) of 1-t-butoxycarbonyl-3-hydroxy-4-phenylaminopyrrolidine obtained as described above, and 30 ml of 6N hydrochloric acid was added thereto. After the mixture was refluxed by heating for 2.5 hours, the solvent was removed under reduced pressure. The resulting residue was washed with ethanol and ether to obtain 1.52 g of 3-hydroxy-4-phenylaminopyrrolidine hydrochloride as light brown powder. Reactants: Cl.ClCC=1N(C=C(C(C1)=O)OCC1=CC=CC=C1)CC1=CC=CC=C1 (2-(Chloromethyl)-5-(phenylmethoxy)-1-(phenylmethyl)-4(1H)-pyridinone, hydrochloride). Run in O.C(C)(=O)OCC (water ethyl acetate). The product is ClCC=1N(C=C(C(C1)=O)OCC1=CC=CC=C1)CC1=CC=CC=C1 (2-(Chloromethyl)-5-(phenylmethoxy)-1-(phenylmethyl)-4(1H)-pyridinone). Yield: 71.8%. Reaction SMILES: Cl.[Cl:2][CH2:3][C:4]1[N:5]([CH2:19][C:20]2[CH:25]=[CH:24][CH:23]=[CH:22][CH:21]=2)[CH:6]=[C:7]([O:11][CH2:12][C:13]2[CH:18]=[CH:17][CH:16]=[CH:15][CH:14]=2)[C:8](=[O:10])[CH:9]=1>O.C(OCC)(=O)C>[Cl:2][CH2:3][C:4]1[N:5]([CH2:19][C:20]2[CH:25]=[CH:24][CH:23]=[CH:22][CH:21]=2)[CH:6]=[C:7]([O:11][CH2:12][C:13]2[CH:18]=[CH:17][CH:16]=[CH:15][CH:14]=2)[C:8](=[O:10])[CH:9]=1 |f:0.1,2.3|. Procedure details: 2-(Chloromethyl)-5-(phenylmethoxy)-1-(phenylmethyl)-4(1H)-pyridinone, hydrochloride (3.5 g, 9.3 mmol) was dissolved in a mixture of water/ethyl acetate and the layers separated. The organic phase was washed twice with water, dried over magnesium sulfate and evaporated in vacuo. The residue was triturated with petroleum ether, filtered off by suction and dried in vacuo, yielding 2.27 g of the title compound, melting point 115°-120° C., dec.